The task is: describe an organic reaction: reactants, conditions, products, and yield. This data is from the Open Reaction Database (ORD), a public repository of structured organic reaction records. Reactants: C1CCOC1, COc1cc2c(cc1[N+](=O)[O-])NCC2, COCC(=O)Cl, CCN(C(C)C)C(C)C, ClCCl. Product: COCC(=O)N1CCc2cc(OC)c([N+](=O)[O-])cc21. RXN SMILES: [CH2:30]1[O:31][CH2:32][CH2:33][CH2:34]1.[CH3:1][O:2][c:3]1[cH:4][c:5]2[c:9]([cH:10][c:11]1[N+:12](=[O:13])[O-:14])[NH:8][CH2:7][CH2:6]2.[CH3:24][O:25][CH2:26][C:27](=[O:28])[Cl:29].[CH:15]([N:16]([CH:17]([CH3:18])[CH3:19])[CH2:20][CH3:21])([CH3:22])[CH3:23].[Cl:35][CH2:36][Cl:37]>>[CH3:1][O:2][c:3]1[cH:4][c:5]2[c:9]([cH:10][c:11]1[N+:12](=[O:13])[O-:14])[N:8]([C:27]([CH2:26][O:25][CH3:24])=[O:28])[CH2:7][CH2:6]2. The reactants are OC(CNCCNCCN)CCCCCCCCCCCC (N-(2-hydroxy)tetradecyldiethylenetriamine), C(CC(=O)C)(=O)OCCCC (butyl acetoacetate). Product: OC(CNCCN1CCN=C(CC1=O)C)CCCCCCCCCCCC (4-(2-hydroxytetradecyl)aminoethyl-7-methyl-3,6-dihydro-2H-1,4-diazepin-5-one). As a reaction SMILES: [OH:1][CH:2]([CH2:11][CH2:12][CH2:13][CH2:14][CH2:15][CH2:16][CH2:17][CH2:18][CH2:19][CH2:20][CH2:21][CH3:22])[CH2:3][NH:4][CH2:5][CH2:6][NH:7][CH2:8][CH2:9][NH2:10].[C:23](OCCCC)(=[O:28])[CH2:24][C:25]([CH3:27])=O>>[OH:1][CH:2]([CH2:11][CH2:12][CH2:13][CH2:14][CH2:15][CH2:16][CH2:17][CH2:18][CH2:19][CH2:20][CH2:21][CH3:22])[CH2:3][NH:4][CH2:5][CH2:6][N:7]1[C:23](=[O:28])[CH2:24][C:25]([CH3:27])=[N:10][CH2:9][CH2:8]1. Procedure: Into an apparatus similar to that in Example 1, were charged 313.5 g (1 mole) of N-(2-hydroxy)tetradecyldiethylenetriamine and 158.1 g (1 mole) of butyl acetoacetate. At 150° to 160° C. and under a reduced pressure of 50 mmHg, 18 g of water and 74 g of butanol were distilled off to obtain 4-(2-hydroxytetradecyl)aminoethyl-7-methyl-3,6-dihydro-2H-1,4-diazepin-5-one. The reactants are anhydride, C(C1=CC=CC=C1)N1C(N([C@H]([C@H]1C(=O)O)C(=O)O)CC1=CC=CC=C1)=O (cis-1,3-dibenzyl-2-oxo-imidazolidine-4,5-dicarboxylic acid), (R)-1-phenethylamine. Run in C1(=CC=CC=C1)C (toluene). Yields the product C(C1=CC=CC=C1)N1C(N([C@H]2[C@@H]1COC2=O)CC2=CC=CC=C2)=O (cis-1,3-dibenzyl-hexahydrofuro[3,4-d]imidazole-2,4-dione). Yield: 98.1%. As a reaction SMILES: [CH2:1]([N:8]1[C@H:12]([C:13]([OH:15])=O)[C@H:11]([C:16]([OH:18])=O)[N:10]([CH2:19][C:20]2[CH:25]=[CH:24][CH:23]=[CH:22][CH:21]=2)[C:9]1=[O:26])[C:2]1[CH:7]=[CH:6][CH:5]=[CH:4][CH:3]=1>C1(C)C=CC=CC=1>[CH2:19]([N:10]1[C@H:11]2[CH2:16][O:18][C:13](=[O:15])[C@H:12]2[N:8]([CH2:1][C:2]2[CH:7]=[CH:6][CH:5]=[CH:4][CH:3]=2)[C:9]1=[O:26])[C:20]1[CH:21]=[CH:22][CH:23]=[CH:24][CH:25]=1. Reported procedure: A mixture of the anhydride of cis-1,3-dibenzyl-2-oxo-imidazolidine-4,5-dicarboxylic acid (50.0 g), (R)-1-phenethylamine (18.9 g) and toluene (200 ml) is stirred and refluxed at 105° to 110° C for 2 hours. The toluene is distilled off, and the resulting residue is heated at 210° to 220° C for 1 hour. cis-1,3-Dibenzyl-5-[(R)-1-phenethyl]-hexahydropyrro[3,4-d]imidazole-2,4,6-trione left as the residue is dissolved in ethanol (750 ml), to which 97 % sodium borohydride (23.3 g) is added below 10° C. ...